This data is from the Open Reaction Database (ORD), a public repository of structured organic reaction records. The task is: describe an organic reaction: reactants, conditions, products, and yield Reactants: ClC1=C(C(=CC=C1)Cl)CC(=O)O ((2,6-Dichlorophenyl)acetic acid), CO (MeOH), Cl (HCl). Reaction conditions: time 18 hour. Yields the product COC(CC1=C(C=CC=C1Cl)Cl)=O ((2,6-dichlorophenyl)acetic acid methyl ester). As a reaction SMILES: [Cl:1][C:2]1[CH:7]=[CH:6][CH:5]=[C:4]([Cl:8])[C:3]=1[CH2:9][C:10]([OH:12])=[O:11].Cl.[CH3:14]O>>[CH3:14][O:11][C:10](=[O:12])[CH2:9][C:3]1[C:2]([Cl:1])=[CH:7][CH:6]=[CH:5][C:4]=1[Cl:8]. Procedure details: (2,6-Dichlorophenyl)acetic acid (2.55 g) was dissolved in anhydrous MeOH (60 mL) and HCl (gas) was passed through the mixture and the resulting solution was stirred at room temperature for 18 h. The solvent was then evaporated to give (2,6-dichlorophenyl)acetic acid methyl ester (2.7 g).